From a dataset of the Open Reaction Database (ORD), a public repository of structured organic reaction records. describe an organic reaction: reactants, conditions, products, and yield The reactants are ClC=1C=C(C(=NC1)OC1=CC=C(C=C1)F)C(=O)N[C@@H](C)C1=CC=C(C(=O)O)C=C1 (4-[(1S)-1-({[5-Chloro-2-(4-fluorophenoxy)pyridin-3-yl]carbonyl}amino)ethyl]benzoic acid), ClC1=C(C=CC=C1)S(=O)(=O)N (2-chlorobenzenesulfonamide). The product is ClC=1C=NC(=C(C(=O)N[C@@H](C)C2=CC=C(C=C2)C(=O)NS(=O)(=O)C2=C(C=CC=C2)Cl)C1)OC1=CC=C(C=C1)F (5-CHLORO-N-{(1S)-1-[4-({[(2-CHLOROPHENYL)SULFONYL]AMINO}CARBONYL)PHENYL]ETHYL}-2-(4-FLUOROPHENOXY)NICOTINAMIDE). As a reaction SMILES: [Cl:1][C:2]1[CH:3]=[C:4]([C:16]([NH:18][C@H:19]([C:21]2[CH:29]=[CH:28][C:24]([C:25]([OH:27])=O)=[CH:23][CH:22]=2)[CH3:20])=[O:17])[C:5]([O:8][C:9]2[CH:14]=[CH:13][C:12]([F:15])=[CH:11][CH:10]=2)=[N:6][CH:7]=1.[Cl:30][C:31]1[CH:36]=[CH:35][CH:34]=[CH:33][C:32]=1[S:37]([NH2:40])(=[O:39])=[O:38]>>[Cl:1][C:2]1[CH:7]=[N:6][C:5]([O:8][C:9]2[CH:10]=[CH:11][C:12]([F:15])=[CH:13][CH:14]=2)=[C:4]([CH:3]=1)[C:16]([NH:18][C@H:19]([C:21]1[CH:29]=[CH:28][C:24]([C:25]([NH:40][S:37]([C:32]2[CH:33]=[CH:34][CH:35]=[CH:36][C:31]=2[Cl:30])(=[O:39])=[O:38])=[O:27])=[CH:23][CH:22]=1)[CH3:20])=[O:17]. Procedure: The title compound was prepared according to the procedure described in step 1 of Example 103 from 4-[(1S)-1-({[5-chloro-2-(4-fluorophenoxy)pyridin-3-yl]carbonyl}amino)ethyl]benzoic acid (step 5 of Example 44) and 2-chlorobenzenesulfonamide: 1H-NMR (CDCl3) δ 8.54 (1H, d, J=2.6 Hz), 8.23–8.12 (2H, m), 8.04 (1H, d, J=2.6 Hz), 7.87 (1H, d, J=7.3 Hz), 7.47–7.16 (5H, m), 7.15–7.01 (5H, m), 5.45–5.25 (1H, m), 1.48 (3H, d, J=6.4 Hz); MS (ESI) m/z 588 (M+H)+, 586 (M−H)−. The yield is 30.0%. Run in C(C)#N (acetonitrile). The product is CC1=CC=C(SC(=O)OCCI)C=C1 (Iodoethyl (4-methylthiophenoxy)formate), viscous-oil. Reported procedure: A 50 mL, three-neck, round-bottomed flask equipped with a magnetic stir bar, a reflux condenser, an internal thermometer, and a nitrogen inlet was charged with chloro-ester D1 (2 g, 8 mmol) and sodium iodide (1.8 g, 12 mmol) in acetonitrile (10 mL). The resulting slurry was warmed to 50° C. for 36 hours. The reaction mixture was cooled to room temperature and inorganic solids were removed by filtration. The clear organic phase was concentrated to give a viscous oil. The crude product was purifie... Reactants: ClCCOC(=O)SC1=CC=C(C=C1)C (Chloroethyl-(4-methylthiophenoxy)formate), [I-].[Na+] (sodium iodide). RXN SMILES: Cl[CH2:2][CH2:3][O:4][C:5]([S:7][C:8]1[CH:13]=[CH:12][C:11]([CH3:14])=[CH:10][CH:9]=1)=[O:6].[I-:15].[Na+]>C(#N)C>[CH3:14][C:11]1[CH:12]=[CH:13][C:8]([S:7][C:5]([O:4][CH2:3][CH2:2][I:15])=[O:6])=[CH:9][CH:10]=1 |f:1.2|. Run at temperature 50 celsius. The reactants are C(\C=C\CCCCCCC)(=O)O (trans-2-decenoic acid), C(C)N(CCOCCO)CC (2-(2-(diethylamino)ethoxy)ethanol). Product: C(\C=C\CCCCCCC)(=O)OCCOCCN(CC)CC ((E)-2-(2-(diethylamino)ethoxy)ethyl dec-2-enoate). Reaction SMILES: [C:1]([OH:12])(=[O:11])/[CH:2]=[CH:3]/[CH2:4][CH2:5][CH2:6][CH2:7][CH2:8][CH2:9][CH3:10].[CH2:13]([N:15]([CH2:22][CH3:23])[CH2:16][CH2:17][O:18][CH2:19][CH2:20]O)[CH3:14]>>[C:1]([O:12][CH2:20][CH2:19][O:18][CH2:17][CH2:16][N:15]([CH2:22][CH3:23])[CH2:13][CH3:14])(=[O:11])/[CH:2]=[CH:3]/[CH2:4][CH2:5][CH2:6][CH2:7][CH2:8][CH2:9][CH3:10]. Procedure details: The same operation as in Example 1-1 or 1-2 was carried out using trans-2-decenoic acid and 2-(2-(diethylamino)ethoxy)ethanol as starting materials to give the aimed compound. The reactants are C1(CCCCC1)C(C(=O)OC)(C1=CC=CC=C1)O (methyl α-cyclohexyl-α-hydroxybenzeneacetate), C(C)N(CC#CCO)CC1=CC=C(C=C1)OC (4-[N-ethyl-(4-methoxyphenyl)methylamino]-2-butyn-1-ol). The product is C1(CCCCC1)C(C(=O)OCC#CCN(CC)CC1=CC=C(C=C1)OC)(C1=CC=CC=C1)O (4-[N-ethyl-(4-methoxyphenyl)methylamino]-2-butynyl α-cyclohexyl-α-hydroxybenzeneacetate). Reaction SMILES: [CH:1]1([C:7]([OH:18])([C:12]2[CH:17]=[CH:16][CH:15]=[CH:14][CH:13]=2)[C:8]([O:10][CH3:11])=[O:9])[CH2:6][CH2:5][CH2:4][CH2:3][CH2:2]1.[CH2:19]([N:21]([CH2:27][C:28]1[CH:33]=[CH:32][C:31]([O:34][CH3:35])=[CH:30][CH:29]=1)[CH2:22][C:23]#[C:24]CO)[CH3:20]>>[CH:12]1([C:7]([OH:18])([C:1]2[CH:6]=[CH:5][CH:4]=[CH:3][CH:2]=2)[C:8]([O:10][CH2:11][C:24]#[C:23][CH2:22][N:21]([CH2:27][C:28]2[CH:33]=[CH:32][C:31]([O:34][CH3:35])=[CH:30][CH:29]=2)[CH2:19][CH3:20])=[O:9])[CH2:13][CH2:14][CH2:15][CH2:16][CH2:17]1. Procedure: reacting methyl α-cyclohexyl-α-hydroxybenzeneacetate with 4-[N-ethyl-(4-methoxyphenyl)methylamino]-2-butyn-1-ol in the presence of an anhydrous base to produce 4-[N-ethyl-(4-methoxyphenyl)methylamino]-2-butynyl α-cyclohexyl-α-hydroxybenzeneacetate; and Yields the product CN(C)c1ccc(N)cn1. Starting materials: CCO, CCOC(C)=O, CN(C)c1ccc([N+](=O)[O-])cn1. As a reaction SMILES: [CH3:13][CH2:14][OH:15].[CH3:16][CH2:17][O:18][C:19]([CH3:20])=[O:21].[CH3:1][N:2]([c:3]1[n:4][cH:5][c:6]([N+:9]([O-:10])=[O:11])[cH:7][cH:8]1)[CH3:12]>>[CH3:1][N:2]([c:3]1[n:4][cH:5][c:6]([NH2:9])[cH:7][cH:8]1)[CH3:12]. Starting materials: COCc1cccc2c1ccn2S(=O)(=O)c1ccc(C)cc1, CCO, [Na+], [Na], O=P([O-])(O)O. Product: COCc1cccc2[nH]ccc12. Reaction SMILES: [CH3:2][O:3][CH2:4][c:5]1[c:6]2[cH:7][cH:8][n:9]([S:14]([c:15]3[cH:16][cH:17][c:18]([CH3:19])[cH:20][cH:21]3)(=[O:22])=[O:23])[c:10]2[cH:11][cH:12][cH:13]1.[CH3:30][CH2:31][OH:32].[Na+:29].[Na:1].[P:24]([O-:25])([OH:26])([OH:27])=[O:28]>>[CH3:2][O:3][CH2:4][c:5]1[c:6]2[cH:7][cH:8][nH:9][c:10]2[cH:11][cH:12][cH:13]1. The reactants are [H-].[Al+3].[Li+].[H-].[H-].[H-] (lithium aluminum hydride), CC(CC=1SC(=CN1)C(=O)OCC)C (ethyl 2-(2-methylpropyl)thiazole-5-carboxylate), O (water), [OH-].[Na+] (sodium hydroxide), O (water). Solvent: C1CCOC1 (THF), C1CCOC1 (THF). Run at temperature 22.5 celsius, time 1 hour. Yields the product OCC1=CN=C(S1)CC(C)C (5-hydroxymethyl-2-(2-methylpropyl)thiazole). RXN SMILES: [CH3:1][CH:2]([CH3:14])[CH2:3][C:4]1[S:5][C:6]([C:9](OCC)=[O:10])=[CH:7][N:8]=1.[H-].[Al+3].[Li+].[H-].[H-].[H-].O.[OH-].[Na+]>C1COCC1>[OH:10][CH2:9][C:6]1[S:5][C:4]([CH2:3][CH:2]([CH3:14])[CH3:1])=[N:8][CH:7]=1 |f:1.2.3.4.5.6,8.9|. Reported procedure: A solution of ethyl 2-(2-methylpropyl)thiazole-5-carboxylate (2.05 g, 9.6 mmol) in THF (10 mL) is added dropwise with stirring to a suspension of lithium aluminum hydride (730 mg, 19 mmol) in dry THF (50 mL) at 0 degrees C. Upon complete addition, the reaction mixture is allowed to stir at 20-25 degrees C. The reaction mixture is cooled to 0 degrees C., and water (0.75 mL), aqueous sodium hydroxide (15%, 0.75 mL), and water (2.25 mL) is added in succession. This mixture is stirred at 0 degrees C... Reactants: C(C=C)Cl (allyl chloride), C=CC (propylene), C(C=C)Cl (allyl chloride), Cl[SiH](Cl)Cl (trichlorosilane), [Si](Cl)(Cl)(Cl)Cl (silicon tetrachloride). Solvent: crude product. The product is ClCCC[SiH3] (chloropropylsilane), [Si](Cl)(Cl)(Cl)Cl (silicon tetrachloride). Reaction SMILES: [CH2:1]([Cl:4])[CH:2]=[CH2:3].Cl[SiH:6](Cl)Cl.C=CC.[Si:12]([Cl:16])([Cl:15])([Cl:14])[Cl:13]>>[Cl:4][CH2:1][CH2:2][CH2:3][SiH3:6].[Si:12]([Cl:16])([Cl:15])([Cl:14])[Cl:13]. Procedure: Thus, for example, in the reaction of allyl chloride with trichlorosilane, 25-30 mol. % of the allyl chloride entering into the reaction is converted by this side reaction into propylene, accompanied by the formation of equivalent quantities of silicon tetrachloride. The molar ratio of chloropropylsilane formed to silicon tetrachloride in the crude product is a measure of the selectivity of the reaction and typically attains values of between 2.33:1 (70% yield, based on allyl chloride) and 3:1 (... Reactants: CC(NC(=O)OCc1ccccc1)c1ccc(C(=O)O)cc1[N+](=O)[O-], CN(C)C=O, ClCCl, O=S(Cl)Cl. The product is CC(NC(=O)OCc1ccccc1)c1ccc(C(=O)Cl)cc1[N+](=O)[O-]. Reaction SMILES: [CH2:10]([c:11]1[cH:12][cH:13][cH:14][cH:15][cH:16]1)[O:17][C:18](=[O:19])[NH:20][CH:21]([CH3:22])[c:23]1[c:24]([N+:32](=[O:33])[O-:34])[cH:25][c:26]([C:27](=[O:28])[OH:29])[cH:30][cH:31]1.[CH3:5][N:6]([CH3:7])[CH:8]=[O:9].[Cl:35][CH2:36][Cl:37].[S:1]([Cl:2])([Cl:3])=[O:4]>>[Cl:3][C:27]([c:26]1[cH:25][c:24]([N+:32](=[O:33])[O-:34])[c:23]([CH:21]([NH:20][C:18]([O:17][CH2:10][c:11]2[cH:12][cH:13][cH:14][cH:15][cH:16]2)=[O:19])[CH3:22])[cH:31][cH:30]1)=[O:28].